Dataset: the Open Reaction Database (ORD), a public repository of structured organic reaction records. Task: describe an organic reaction: reactants, conditions, products, and yield Reactants: C(C)Br (ethyl bromide), ClC1=C(N)C(=CC=C1)C (2-Chloro-6-methylaniline), NC=1SC(=CN1)C(=O)OCC (Ethyl 2-amino-1,3-thiazole-5-carboxylate), [Cl-].[NH4+] (ammonium chloride), [Mg] (Magnesium), solution. Reagents/catalysts: II (Iodine). Run in O1CCCC1 (Tetrahydrofuran), O1CCCC1 (tetrahydrofuran). Run at temperature 20 celsius, time 10 minute. Yields the product C(C)Br (ethyl bromide), NC=1SC(=CN1)C(=O)NC1=C(C=CC=C1C)Cl (2-Amino-N-(2-chloro-6-methylphenyl)-1,3-thiazole-5-carboxamide). RXN SMILES: [Mg].[CH2:2]([Br:4])[CH3:3].[Cl:5][C:6]1[CH:12]=[CH:11][CH:10]=[C:9]([CH3:13])[C:7]=1[NH2:8].[NH2:14][C:15]1[S:16][C:17]([C:20](OCC)=[O:21])=[CH:18][N:19]=1.[Cl-].[NH4+]>O1CCCC1.II>[CH2:2]([Br:4])[CH3:3].[NH2:14][C:15]1[S:16][C:17]([C:20]([NH:8][C:7]2[C:9]([CH3:13])=[CH:10][CH:11]=[CH:12][C:6]=2[Cl:5])=[O:21])=[CH:18][N:19]=1 |f:4.5|. Reported procedure: Magnesium turnings (12.16 g) were charged into a round bottom flask. Tetrahydrofuran (50 mL) was added to the flask. A solution of ethyl bromide (50.2 g in 200 mL tetrahydrofuran) was prepared and 20 mL of this solution was slowly charged to the round bottom flask. Iodine (30 mg) was added. The reaction mixture was stirred at 20° C. to 22° C. for 10 minutes and the remaining amount of ethyl bromide was added slowly over 30 minutes. The reaction mixture was heated to gentle reflux for 30 minutes ... The reactants are BrC=1C=C2CC(CC2=CC1)N(CCC)CCC (5-bromo-2-(di-n-propylamino)indan), FC(C(=O)[O-])(F)F.[Na+] (sodium trifluoroacetate). Reagents/catalysts: [Cu]I (copper (I) iodide). Run in C(C)(=O)OCC (ethyl acetate), CN1C(C=CC=C1)=O (N-methylpyridone). Product: FC(C=1C=C2CC(CC2=CC1)N(CCC)CCC)(F)F (5-Trifluoromethyl-2-(di-n-propylamino)indan). Reaction SMILES: Br[C:2]1[CH:3]=[C:4]2[C:8](=[CH:9][CH:10]=1)[CH2:7][CH:6]([N:11]([CH2:15][CH2:16][CH3:17])[CH2:12][CH2:13][CH3:14])[CH2:5]2.[F:18][C:19]([F:24])([F:23])C([O-])=O.[Na+]>CN1C=CC=CC1=O.C(OCC)(=O)C.[Cu]I>[F:18][C:19]([F:24])([F:23])[C:2]1[CH:3]=[C:4]2[C:8](=[CH:9][CH:10]=1)[CH2:7][CH:6]([N:11]([CH2:15][CH2:16][CH3:17])[CH2:12][CH2:13][CH3:14])[CH2:5]2 |f:1.2|. Reported procedure: A solution of 5-bromo-2-(di-n-propylamino)indan (Example 11), sodium trifluoroacetate, and copper (I) iodide in N-methylpyridone is heated at 160° C. for 4 h under nitrogen (Chem Lett 1981, 1719). The reaction mixture is cooled to room temperature and diluted with ethyl acetate. The mixture is filtered through a layer of Celite pad and the filtrate is washed with water, brine, dried (MgSO4), filtered, and concentrated. The oil is purified by liquid chromatography to give the title compound as a ... Starting materials: CCO, [Cl-], CCOP(=O)(Cc1ccc([N+](=O)[O-])cc1)OCC, [NH4+], O. The product is CCOP(=O)(Cc1ccc(N)cc1)OCC. Reaction SMILES: [CH3:21][CH2:22][OH:23].[Cl-:19].[N+:1]([O-:2])(=[O:3])[c:4]1[cH:5][cH:6][c:7]([CH2:8][P:9]([O:10][CH2:11][CH3:12])([O:13][CH2:14][CH3:15])=[O:16])[cH:17][cH:18]1.[NH4+:20].[OH2:24]>>[NH2:1][c:4]1[cH:5][cH:6][c:7]([CH2:8][P:9]([O:10][CH2:11][CH3:12])([O:13][CH2:14][CH3:15])=[O:16])[cH:17][cH:18]1. The reactants are Brc1ccncc1, CS(C)=O, [K+], [OH-], O, OCCCCCSc1nc2ccccc2[nH]1. Yields the product c1ccc2[nH]c(SCCCCCOc3ccncc3)nc2c1. Reaction SMILES: [Br:17][c:18]1[cH:19][cH:20][n:21][cH:22][cH:23]1.[CH3:26][S:27](=[O:28])[CH3:29].[K+:25].[OH-:24].[OH2:30].[OH:1][CH2:2][CH2:3][CH2:4][CH2:5][CH2:6][S:7][c:8]1[nH:9][c:10]2[c:11]([n:12]1)[cH:13][cH:14][cH:15][cH:16]2>>[O:1]([CH2:2][CH2:3][CH2:4][CH2:5][CH2:6][S:7][c:8]1[n:9][c:10]2[c:11]([nH:12]1)[cH:13][cH:14][cH:15][cH:16]2)[c:18]1[cH:19][cH:20][n:21][cH:22][cH:23]1. Starting materials: C(#N)NC(=NC)NCCSCC(C(C)=O)OC=O (N-cyano-N'-[2-(2-formyloxy-3-oxobutylthio)ethyl]-N"-methylguanidine), C(=O)[O-].[NH4+] (ammonium formate), C(O)([O-])=O.[Na+] (sodium hydrogencarbonate). Solvent: C(=O)N (formamide). Run at temperature 50 celsius, time 2 hour. Yields the product C(#N)NC(=NC)NCCSCC(C(C)NC=O)=O (N-cyano-N'-[2-(3-formylamino-2-oxobutylthio)ethyl]-N"-methylguanidine). The yield is 39.4%. Reaction SMILES: [C:1]([NH:3][C:4]([NH:7][CH2:8][CH2:9][S:10][CH2:11][CH:12]([O:16]C=O)[C:13](=O)[CH3:14])=[N:5][CH3:6])#[N:2].[CH:19]([O-:21])=O.[NH4+:22].C(=O)([O-])O.[Na+]>C(N)=O>[C:1]([NH:3][C:4]([NH:7][CH2:8][CH2:9][S:10][CH2:11][C:12](=[O:16])[CH:13]([NH:22][CH:19]=[O:21])[CH3:14])=[N:5][CH3:6])#[N:2] |f:1.2,3.4|. Procedure details: In 1.0 ml of formamide were dissolved 28 mg of N-cyano-N'-[2-(2-formyloxy-3-oxobutylthio)ethyl]-N"-methylguanidine and 25 mg of ammonium formate, and the solution was stirred at 50° C. for 2 hours. Then, 85 mg of sodium hydrogencarbonate was added to the solution and the solvent was removed under reduced pressure, and the obtained residue was refined by silica gel column chromatography (developing solvent: ethyl acetate/methanol=10/1) to obtain 11 mg of a colorless oily product (the yield was 47... Starting materials: FC=1C(=C(C=C(C1)NC(OC1=CC=CC=C1)=O)C=1C=NC=CC1)OC (phenyl N-[5-fluoro-4-methoxy-3-(pyrid-3-yl)phenyl)carbamate), COC=1C=C2CCNC2=CC1C(F)(F)F (5-methoxy-6-trifluoromethylindoline). Yields the product FC=1C(=C(C=C(C1)NC(=O)N1CCC2=CC(=C(C=C12)C(F)(F)F)OC)C=1C=NC=CC1)OC (1-[5-Fluoro4-methoxy-3-(pyrid-3-yl)phenylcarbamoyl]-5-methoxy-6-trifluoromethylindoline). Isolated yield 53.0%. RXN SMILES: [F:1][C:2]1[C:3]([O:24][CH3:25])=[C:4]([C:18]2[CH:19]=[N:20][CH:21]=[CH:22][CH:23]=2)[CH:5]=[C:6]([NH:8][C:9](=[O:17])OC2C=CC=CC=2)[CH:7]=1.[CH3:26][O:27][C:28]1[CH:29]=[C:30]2[C:34](=[CH:35][C:36]=1[C:37]([F:40])([F:39])[F:38])[NH:33][CH2:32][CH2:31]2>>[F:1][C:2]1[C:3]([O:24][CH3:25])=[C:4]([C:18]2[CH:19]=[N:20][CH:21]=[CH:22][CH:23]=2)[CH:5]=[C:6]([NH:8][C:9]([N:33]2[C:34]3[C:30](=[CH:29][C:28]([O:27][CH3:26])=[C:36]([C:37]([F:39])([F:40])[F:38])[CH:35]=3)[CH2:31][CH2:32]2)=[O:17])[CH:7]=1. Procedure details: The title compound (0.34 g, 53%) was prepared from phenyl N-[5-fluoro-4-methoxy-3-(pyrid-3-yl)phenyl)carbamate (D24) (0.48 g, 0.0014 mole) and 5-methoxy-6-trifluoromethylindoline (D 1) using the method of Example 28.